Dataset: the Open Reaction Database (ORD), a public repository of structured organic reaction records. Task: describe an organic reaction: reactants, conditions, products, and yield Yields the product Cl.ClC=1C=C(CNC(NC=2SC=C(N2)CN(C)CC(=O)O)=O)C=CC1Cl (({2-[3-(3,4-Dichloro-benzyl)-ureido]-thiazol-4-ylmethyl}-methyl-amino)-acetic acid hydrochloride). The reactants are C(C)(C)(C)OC(CN(C)CC=1N=C(SC1)NC(=O)NCC1=CC(=C(C=C1)Cl)Cl)=O (({2-[3-(3,4-Dichloro-benzyl)-ureido]-thiazol-4-ylmethyl}-methyl-amino)-acetic acid tert-butyl ester), FC(C(=O)O)(F)F (trifluoroacetic acid). RXN SMILES: C([O:5][C:6](=[O:29])[CH2:7][N:8]([CH2:10][C:11]1[N:12]=[C:13]([NH:16][C:17]([NH:19][CH2:20][C:21]2[CH:26]=[CH:25][C:24]([Cl:27])=[C:23]([Cl:28])[CH:22]=2)=[O:18])[S:14][CH:15]=1)[CH3:9])(C)(C)C.FC(F)(F)C(O)=O>>[ClH:27].[Cl:28][C:23]1[CH:22]=[C:21]([CH:26]=[CH:25][C:24]=1[Cl:27])[CH2:20][NH:19][C:17](=[O:18])[NH:16][C:13]1[S:14][CH:15]=[C:11]([CH2:10][N:8]([CH2:7][C:6]([OH:29])=[O:5])[CH3:9])[N:12]=1 |f:2.3|. Procedure: ({2-[3-(3,4-Dichloro-benzyl)-ureido]-thiazol-4-ylmethyl}-methyl-amino)-acetic acid tert-butyl ester (Example 109) was treated with trifluoroacetic acid overnight. The TFA was removed by evaporation the residue was triturated with 2N HCl in diethyl ether to afford the title compound. 1H-NMR (300 MHz, CD3OD): δ 7.48 (d, 2H), 7.25 (d, 2H), 7.18 (s, 1H), 4.40 (s, 2H), 4.33 (s, 2H), 3.89 (s, 2H), 2.91 (s, 3H). M/z (pos. ESI)=402 (M+H).